Task: describe an organic reaction: reactants, conditions, products, and yield. Dataset: the Open Reaction Database (ORD), a public repository of structured organic reaction records Starting materials: C(C)(C)OC(=O)OC(C)OC(=O)C=1N=C(N2C1CN(CC2)C(C[C@@H](CC2=C(C=C(C(=C2)F)F)F)NC(=O)OC(C)(C)C)=O)C(F)(F)F ((R)-7-[3-tert-butoxycarbonylamino-4-(2,4,5-trifluoro-phenyl)-butyryl]-3-trifluoromethyl-5,6,7,8-tetrahydro-imidazo[1,5-a]pyrazine-1-carboxylic acid 1-isopropoxycarbonyloxy-ethyl ester), Cl (hydrochloric acid). The solvent is C(C)(=O)OCC (ethyl acetate), C(C)(=O)OCC (ethyl acetate). Reaction conditions: time 4 hour. Product: Cl.C(C)(C)OC(=O)OC(C)OC(=O)C=1N=C(N2C1CN(CC2)C(C[C@@H](CC2=C(C=C(C(=C2)F)F)F)N)=O)C(F)(F)F ((R)-7-[3-Amino-4-(2,4,5-trifluoro-phenyl)-butyryl]-3-trifluoromethyl-5,6,7,8-tetrahydro-imidazo[1,5-a]pyrazine-1-carboxylic acid 1-isopropoxycarbonyloxy-ethyl ester hydrochloride), Cl.C(C)(C)OC(=O)OC(C)OC(=O)C=1N=C(N2C1CN(CC2)C(CC(CC2=C(C=C(C(=C2)F)F)F)N)=O)C(F)(F)F (7-[3-amino-4-(2,4,5-trifluoro-phenyl)-butyryl]-3-trifluoromethyl-5,6,7,8-tetrahydro-imidazo[1,5-a]pyrazine-1-carboxylic acid 1-isopropoxycarbonyloxy-ethyl ester hydrochloride). Isolated yield 91.2%. Reaction SMILES: [CH:1]([O:4][C:5]([O:7][CH:8]([O:10][C:11]([C:13]1[N:14]=[C:15]([C:44]([F:47])([F:46])[F:45])[N:16]2[CH2:21][CH2:20][N:19]([C:22](=[O:43])[CH2:23][C@H:24]([NH:35]C(OC(C)(C)C)=O)[CH2:25][C:26]3[CH:31]=[C:30]([F:32])[C:29]([F:33])=[CH:28][C:27]=3[F:34])[CH2:18][C:17]=12)=[O:12])[CH3:9])=[O:6])([CH3:3])[CH3:2].[ClH:48]>C(OCC)(=O)C>[ClH:48].[CH:1]([O:4][C:5]([O:7][CH:8]([O:10][C:11]([C:13]1[N:14]=[C:15]([C:44]([F:45])([F:46])[F:47])[N:16]2[CH2:21][CH2:20][N:19]([C:22](=[O:43])[CH2:23][C@H:24]([NH2:35])[CH2:25][C:26]3[CH:31]=[C:30]([F:32])[C:29]([F:33])=[CH:28][C:27]=3[F:34])[CH2:18][C:17]=12)=[O:12])[CH3:9])=[O:6])([CH3:2])[CH3:3].[ClH:48].[CH:1]([O:4][C:5]([O:7][CH:8]([O:10][C:11]([C:13]1[N:14]=[C:15]([C:44]([F:45])([F:46])[F:47])[N:16]2[CH2:21][CH2:20][N:19]([C:22](=[O:43])[CH2:23][CH:24]([NH2:35])[CH2:25][C:26]3[CH:31]=[C:30]([F:32])[C:29]([F:33])=[CH:28][C:27]=3[F:34])[CH2:18][C:17]=12)=[O:12])[CH3:9])=[O:6])([CH3:2])[CH3:3] |f:3.4,5.6|. Reported procedure: (R)-7-[3-tert-Butoxycarbonylamino-4-(2,4,5-trifluoro-phenyl)-butyryl]-3-trifluoromethyl-5,6,7,8-tetrahydro-imidazo[1,5-a]pyrazine-1-carboxylic acid 1-isopropoxycarbonyloxy-ethyl ester 37a (0.29 g, 0.43 mmol) and 5 mL of ethyl acetate were added into the reaction flask. A solution of 6.5 N hydrochloric acid in 3 mL of ethyl acetate was then added to the flask. The reaction mixture was stirred at room temperature for 4 hours and monitored by thin layer chromatography until the disappearance of the... Starting materials: [BH4-], Cc1cc(C)cc(-c2[nH]c3ccc(C(C)(C)C(=O)N4C5CCC4CC5)cc3c2C(C)CN2CCC(=O)CC2)c1, [Na+]. Product: Cc1cc(C)cc(-c2[nH]c3ccc(C(C)(C)C(=O)N4C5CCC4CC5)cc3c2C(C)CN2CCC(O)CC2)c1. As a reaction SMILES: [BH4-:40].[CH:1]12[CH2:2][CH2:3][CH:4]([CH2:5][CH2:6]1)[N:7]2[C:8]([C:9]([CH3:10])([CH3:11])[c:12]1[cH:13][c:14]2[c:15]([CH:29]([CH2:30][N:31]3[CH2:32][CH2:33][C:34](=[O:37])[CH2:35][CH2:36]3)[CH3:38])[c:16](-[c:21]3[cH:22][c:23]([CH3:28])[cH:24][c:25]([CH3:27])[cH:26]3)[nH:17][c:18]2[cH:19][cH:20]1)=[O:39].[Na+:41]>>[CH:1]12[CH2:2][CH2:3][CH:4]([CH2:5][CH2:6]1)[N:7]2[C:8]([C:9]([CH3:10])([CH3:11])[c:12]1[cH:13][c:14]2[c:15]([CH:29]([CH2:30][N:31]3[CH2:32][CH2:33][CH:34]([OH:37])[CH2:35][CH2:36]3)[CH3:38])[c:16](-[c:21]3[cH:22][c:23]([CH3:28])[cH:24][c:25]([CH3:27])[cH:26]3)[nH:17][c:18]2[cH:19][cH:20]1)=[O:39]. Yields the product COc1ncccc1C1=CCC(=O)CC1. RXN SMILES: [CH3:20][C:21]#[N:22].[ClH:19].[O:1]1[CH2:3][CH2:2][O:4][C:5]12[CH2:6][CH:7]=[C:8]([c:11]1[c:12]([O:17][CH3:18])[n:13][cH:14][cH:15][cH:16]1)[CH2:9][CH2:10]2>>[O:4]=[C:5]1[CH2:6][CH:7]=[C:8]([c:11]2[c:12]([O:17][CH3:18])[n:13][cH:14][cH:15][cH:16]2)[CH2:9][CH2:10]1. Reactants: CC#N, Cl, COc1ncccc1C1=CCC2(CC1)OCCO2. The reactants are C1CCOC1, COC(=O)c1cc(Oc2cnc(C(=O)N(C)C)cn2)cc(OC(C)CO[Si](C(C)C)(C(C)C)C(C)C)c1, F. Product: COC(=O)c1cc(Oc2cnc(C(=O)N(C)C)cn2)cc(OC(C)CO)c1. Reaction SMILES: [CH2:39]1[O:40][CH2:41][CH2:42][CH2:43]1.[CH3:2][N:3]([C:4](=[O:5])[c:6]1[n:7][cH:8][c:9]([O:12][c:13]2[cH:14][c:15]([C:16](=[O:17])[O:18][CH3:19])[cH:20][c:21]([O:23][CH:24]([CH2:25][O:26][Si:27]([CH:28]([CH3:29])[CH3:30])([CH:31]([CH3:32])[CH3:33])[CH:34]([CH3:35])[CH3:36])[CH3:37])[cH:22]2)[n:10][cH:11]1)[CH3:38].[FH:1]>>[CH3:2][N:3]([C:4](=[O:5])[c:6]1[n:7][cH:8][c:9]([O:12][c:13]2[cH:14][c:15]([C:16](=[O:17])[O:18][CH3:19])[cH:20][c:21]([O:23][CH:24]([CH2:25][OH:26])[CH3:37])[cH:22]2)[n:10][cH:11]1)[CH3:38]. Starting materials: Cc1c(C)c2c(c(C)c1Br)C(c1ccc(C(C)C)cc1)CO2, CC(=O)[O-], CC(=O)[O-], CC(C)(C)[O-], Cc1ccccc1, NCc1ccccc1, [Na+], O, [Pd+2], c1ccc(P(c2ccccc2)c2ccc3ccccc3c2-c2c(P(c3ccccc3)c3ccccc3)ccc3ccccc23)cc1. Product: Cc1c(C)c2c(c(C)c1NCc1ccccc1)C(c1ccc(C(C)C)cc1)CO2. Reaction SMILES: [Br:1][c:2]1[c:3]([CH3:22])[c:4]([CH3:21])[c:5]2[c:6]([c:19]1[CH3:20])[CH:7]([c:10]1[cH:11][cH:12][c:13]([CH:16]([CH3:17])[CH3:18])[cH:14][cH:15]1)[CH2:8][O:9]2.[C:90]([O-:91])(=[O:92])[CH3:93].[C:95]([O-:96])(=[O:97])[CH3:98].[CH3:77][C:78]([CH3:79])([O-:80])[CH3:81].[CH3:83][c:84]1[cH:85][cH:86][cH:87][cH:88][cH:89]1.[NH2:23][CH2:24][c:25]1[cH:26][cH:27][cH:28][cH:29][cH:30]1.[Na+:82].[OH2:99].[Pd+2:94].[cH:31]1[cH:32][cH:33][c:34]([P:35]([c:36]2[cH:37][cH:38][c:39]3[c:40]([cH:41][cH:42][cH:43][cH:44]3)[c:45]2-[c:46]2[c:47]3[c:48]([cH:49][cH:50][cH:51][cH:52]3)[cH:53][cH:54][c:55]2[P:56]([c:57]2[cH:58][cH:59][cH:60][cH:61][cH:62]2)[c:63]2[cH:64][cH:65][cH:66][cH:67][cH:68]2)[c:69]2[cH:70][cH:71][cH:72][cH:73][cH:74]2)[cH:75][cH:76]1>>[c:2]1([NH:23][CH2:24][c:25]2[cH:26][cH:27][cH:28][cH:29][cH:30]2)[c:3]([CH3:22])[c:4]([CH3:21])[c:5]2[c:6]([c:19]1[CH3:20])[CH:7]([c:10]1[cH:11][cH:12][c:13]([CH:16]([CH3:17])[CH3:18])[cH:14][cH:15]1)[CH2:8][O:9]2. Starting materials: S(=O)(Cl)Cl (thionyl chloride), FC1=C(CO)C=CC=C1OC (2-fluoro-3-methoxybenzyl alcohol), C([O-])([O-])=O.[K+].[K+] (potassium carbonate). The solvent is C(C)(C)(C)OC (methyl tert-butyl ether), ClCCl (dichloromethane). Run at time 8 hour. Product: FC1=C(CCl)C=CC=C1OC (2-Fluoro-3-methoxybenzyl chloride). As a reaction SMILES: [F:1][C:2]1[C:9]([O:10][CH3:11])=[CH:8][CH:7]=[CH:6][C:3]=1[CH2:4]O.S(Cl)([Cl:14])=O.C(=O)([O-])[O-].[K+].[K+]>ClCCl.C(OC)(C)(C)C>[F:1][C:2]1[C:9]([O:10][CH3:11])=[CH:8][CH:7]=[CH:6][C:3]=1[CH2:4][Cl:14] |f:2.3.4|. Reported procedure: 24.79 g (158.75 mmol) of 2-fluoro-3-methoxybenzyl alcohol is dissolved in 35 ml of dichloromethane. While being cooled slightly, 58.4 ml of thionyl chloride is added in drops, and the batch is then stirred overnight at room temperature. The reaction mixture is spun in until a dry state is reached, the residue is dissolved in methyl tert-butyl ether, and it is shaken twice with semi-saturated potassium carbonate solution. The aqueous phase is extracted once with methyl tert-butyl ether. The combi... The reactants are C(C1=CC=CC=C1)(C1=CC=CC=C1)OC(=O)C1(CCCC1)O\N=C(/C(=O)NC1[C@@H]2N(C(=C(CS2)CCl)C(=O)OC(C2=CC=CC=C2)C2=CC=CC=C2)C1=O)\C=1N=C(SC1)NC(C1=CC=CC=C1)(C1=CC=CC=C1)C1=CC=CC=C1 (Benzhydryl 7-[(Z)-2-(1-benzhydryloxycarbonyl-1-cyclopentyloxyimino)-2-(2-tritylaminothiazol-4-yl) acetamido]-3-chloromethyl-3-cephem-4-carboxylate), C([O-])(O)=O.[Na+] (sodium bicarbonate), ClC1=CC(=CC=C1)C(=O)OO (m-chloroperbenzoic acid). Run in C(Cl)Cl (methylene chloride), C(Cl)Cl (methylene chloride). Conditions: time 20 minute. The product is C(C1=CC=CC=C1)(C1=CC=CC=C1)OC(=O)C1(CCCC1)O\N=C(/C(=O)NC1[C@@H]2N(C(=C(CS2=O)CCl)C(=O)OC(C2=CC=CC=C2)C2=CC=CC=C2)C1=O)\C=1N=C(SC1)NC(C1=CC=CC=C1)(C1=CC=CC=C1)C1=CC=CC=C1 (Benzhydryl 7-[(Z)-2-(1-benzhydryloxycarbonyl-1-cyclopentyloxyimino)-2-(2-tritylaminothiazol-4-yl) acetamido]-3-chloromethyl-3-cephem-4-carboxylate 1-oxide). As a reaction SMILES: [CH:1]([O:14][C:15]([C:17]1([O:22]/[N:23]=[C:24](/[C:55]2[N:56]=[C:57]([NH:60][C:61]([C:74]3[CH:79]=[CH:78][CH:77]=[CH:76][CH:75]=3)([C:68]3[CH:73]=[CH:72][CH:71]=[CH:70][CH:69]=3)[C:62]3[CH:67]=[CH:66][CH:65]=[CH:64][CH:63]=3)[S:58][CH:59]=2)\[C:25]([NH:27][CH:28]2[C:53](=[O:54])[N:30]3[C:31]([C:37]([O:39][CH:40]([C:47]4[CH:52]=[CH:51][CH:50]=[CH:49][CH:48]=4)[C:41]4[CH:46]=[CH:45][CH:44]=[CH:43][CH:42]=4)=[O:38])=[C:32]([CH2:35][Cl:36])[CH2:33][S:34][C@H:29]23)=[O:26])[CH2:21][CH2:20][CH2:19][CH2:18]1)=[O:16])([C:8]1[CH:13]=[CH:12][CH:11]=[CH:10][CH:9]=1)[C:2]1[CH:7]=[CH:6][CH:5]=[CH:4][CH:3]=1.ClC1C=CC=C(C(OO)=[O:88])C=1.C(=O)(O)[O-].[Na+]>C(Cl)Cl>[CH:1]([O:14][C:15]([C:17]1([O:22]/[N:23]=[C:24](/[C:55]2[N:56]=[C:57]([NH:60][C:61]([C:62]3[CH:67]=[CH:66][CH:65]=[CH:64][CH:63]=3)([C:68]3[CH:69]=[CH:70][CH:71]=[CH:72][CH:73]=3)[C:74]3[CH:79]=[CH:78][CH:77]=[CH:76][CH:75]=3)[S:58][CH:59]=2)\[C:25]([NH:27][CH:28]2[C:53](=[O:54])[N:30]3[C:31]([C:37]([O:39][CH:40]([C:41]4[CH:46]=[CH:45][CH:44]=[CH:43][CH:42]=4)[C:47]4[CH:48]=[CH:49][CH:50]=[CH:51][CH:52]=4)=[O:38])=[C:32]([CH2:35][Cl:36])[CH2:33][S:34](=[O:88])[C@H:29]23)=[O:26])[CH2:18][CH2:19][CH2:20][CH2:21]1)=[O:16])([C:2]1[CH:3]=[CH:4][CH:5]=[CH:6][CH:7]=1)[C:8]1[CH:13]=[CH:12][CH:11]=[CH:10][CH:9]=1 |f:2.3|. Reported procedure: The residue obtained in (A) was dissolved in 50 ml of methylene chloride, and 710 mg (3.3 mmol) of m-chloroperbenzoic acid (purity: 80%) was added under cooling with ice. The mixture was stirred for 20 minutes. Then, 30 ml of methylene chloride and 40 ml of a 5% sodium bicarbonate aqueous solution were added to the reaction solution. The organic layer was separated and washed with water and with a saturated sodium chloride aqueous solution. The organic layer was dried over anhydrous sodium sulfa... The reactants are COC=1C=C(C=CC1OC)C1=NNC([C@H]2CC=CC[C@@H]12)=O ((cis)-4-(3,4-Dimethoxyphenyl)-4a,5,8,8a-tetrahydro-2H-phthalazin-1-one), C1(CCCCCCC1)NN (cyclooctylhydrazine), compound 35. Product: COC=1C=C(C=CC1OC)C1=NN(C([C@H]2CC=CC[C@@H]12)=O)C1CCCCCCC1 ((cis)-4-(3,4-Dimethoxyphenyl)-2-cyclooctyl-4a,5,8,8a-tetrahydro-2H-phthalazin-1-one). As a reaction SMILES: [CH3:1][O:2][C:3]1[CH:4]=[C:5]([C:11]2[C@H:20]3[C@H:15]([CH2:16][CH:17]=[CH:18][CH2:19]3)[C:14](=[O:21])[NH:13][N:12]=2)[CH:6]=[CH:7][C:8]=1[O:9][CH3:10].[CH:22]1(NN)[CH2:29][CH2:28][CH2:27][CH2:26][CH2:25][CH2:24][CH2:23]1>>[CH3:1][O:2][C:3]1[CH:4]=[C:5]([C:11]2[C@H:20]3[C@H:15]([CH2:16][CH:17]=[CH:18][CH2:19]3)[C:14](=[O:21])[N:13]([CH:22]3[CH2:29][CH2:28][CH2:27][CH2:26][CH2:25][CH2:24][CH2:23]3)[N:12]=2)[CH:6]=[CH:7][C:8]=1[O:9][CH3:10]. Procedure details: Prepared from compound 3 and cyclooctylhydrazine as described for compound 35. Purified by chromatography (dichloromethane) and crystallized from petroleum ether (40-60° C.). M.p. 75-77° C.